Dataset: the Open Reaction Database (ORD), a public repository of structured organic reaction records. Task: describe an organic reaction: reactants, conditions, products, and yield Starting materials: CCOC(C)=O, Cl, NN(Cc1ccccc1)C(=O)COc1ccc([N+](=O)[O-])cc1, O=N[O-], [Na+], O. Yields the product O=C(COc1ccc([N+](=O)[O-])cc1)NCc1ccccc1. As a reaction SMILES: [CH3:24][CH2:25][O:26][C:27](=[O:28])[CH3:29].[ClH:23].[N+:1](=[O:2])([O-:3])[c:4]1[cH:5][cH:6][c:7]([O:8][CH2:9][C:10](=[O:11])[N:12]([NH2:13])[CH2:14][c:15]2[cH:16][cH:17][cH:18][cH:19][cH:20]2)[cH:21][cH:22]1.[N:30]([O-:31])=[O:32].[Na+:33].[OH2:34]>>[N+:1](=[O:2])([O-:3])[c:4]1[cH:5][cH:6][c:7]([O:8][CH2:9][C:10](=[O:11])[NH:12][CH2:14][c:15]2[cH:16][cH:17][cH:18][cH:19][cH:20]2)[cH:21][cH:22]1. Starting materials: CCCCS(=O)(=O)Nc1ccc(C(=O)O)cc1, O=S(Cl)Cl. Product: CCCCS(=O)(=O)Nc1ccc(C(=O)Cl)cc1. Reaction SMILES: [CH2:1]([CH2:2][CH2:3][CH3:4])[S:5](=[O:6])(=[O:7])[NH:8][c:9]1[cH:10][cH:11][c:12]([C:13](=[O:14])[OH:15])[cH:16][cH:17]1.[S:18]([Cl:19])([Cl:20])=[O:21]>>[CH2:1]([CH2:2][CH2:3][CH3:4])[S:5](=[O:6])(=[O:7])[NH:8][c:9]1[cH:10][cH:11][c:12]([C:13](=[O:14])[Cl:20])[cH:16][cH:17]1.